This data is from the Open Reaction Database (ORD), a public repository of structured organic reaction records. The task is: describe an organic reaction: reactants, conditions, products, and yield Starting materials: O=S(=O)(Cl)c1ccc(Cl)cc1, [N-]=[N+]=[N-], [Na+], C1CCOC1, O. The product is [N-]=[N+]=NS(=O)(=O)c1ccc(Cl)cc1. As a reaction SMILES: [Cl:1][c:2]1[cH:3][cH:4][c:5]([S:8](=[O:9])(=[O:10])[Cl:11])[cH:6][cH:7]1.[N-:13]=[N+:14]=[N-:15].[Na+:12].[O:16]1[CH2:17][CH2:18][CH2:19][CH2:20]1.[OH2:21]>>[Cl:1][c:2]1[cH:3][cH:4][c:5]([S:8](=[O:9])(=[O:10])[N:13]=[N+:14]=[N-:15])[cH:6][cH:7]1. The reactants are CC1=CC(=C(C=C1)S(=O)(=O)CCC)[N+](=O)[O-] (4-methyl-2-nitro-1-(propylsulfonyl)benzene), CC1=CC(=C(C=C1)S(=O)(=O)CCC)[N+](=O)[O-] (4-methyl-2-nitro-1-(propylsulfonyl)benzene), [H][H] (hydrogen). Reagents/catalysts: [Pd] (Pd/C). Run in CO (methanol). The product is CC=1C=CC(=C(N)C1)S(=O)(=O)CCC (5-Methyl-2-(propylsulfonyl)aniline). Isolated yield 93.8%. Reaction SMILES: [CH3:1][C:2]1[CH:7]=[CH:6][C:5]([S:8]([CH2:11][CH2:12][CH3:13])(=[O:10])=[O:9])=[C:4]([N+:14]([O-])=O)[CH:3]=1.[H][H]>CO.[Pd]>[CH3:1][C:2]1[CH:7]=[CH:6][C:5]([S:8]([CH2:11][CH2:12][CH3:13])(=[O:10])=[O:9])=[C:4]([CH:3]=1)[NH2:14]. Procedure details: A solution of 4-methyl-2-nitro-1-(propylsulfonyl)benzene (Intermediate 227; 11 g, 45 mmol) in methanol (150 ml) was treated with Pd/C (1.1 g) and the reaction mixture was stirred under 3 Kg/cm2 pressure of hydrogen at RT for 5 h. The catalyst was filtered through celite and the solvent was removed under reduced pressure to afford the title compound (9 g, 94%) as pale yellow liquid. Starting materials: C(C)(=O)O[C@H](CN1C[C@H]([C@@H](CC1)CCOC(C1=CC=CC=C1)C1=CC=CC=C1)O)C1=CC=C(C=C1)F ((S)-2-((3S,4S)-4-(2-(benzhydryloxy)ethyl)-3-hydroxypiperidin-1-yl)-1-(4-fluorophen-yl)ethyl acetate), 8d. Run in C(Cl)(Cl)Cl (CHCl3). The product is C(C)(=O)O[C@H](CN1CC(C(CC1)CCOC(C1=CC=CC=C1)C1=CC=CC=C1)O)C1=CC=C(C=C1)F ((1S)-2-(4-(2-(benzhydryloxy)ethyl)-3-hydroxypiperidin-1-yl)-1-(4-fluo-rophenyl)ethyl acetate). RXN SMILES: [C:1]([O:4][C@@H:5]([C:30]1[CH:35]=[CH:34][C:33]([F:36])=[CH:32][CH:31]=1)[CH2:6][N:7]1[CH2:12][CH2:11][C@@H:10]([CH2:13][CH2:14][O:15][CH:16]([C:23]2[CH:28]=[CH:27][CH:26]=[CH:25][CH:24]=2)[C:17]2[CH:22]=[CH:21][CH:20]=[CH:19][CH:18]=2)[C@H:9]([OH:29])[CH2:8]1)(=[O:3])[CH3:2]>C(Cl)(Cl)Cl>[C:1]([O:4][C@@H:5]([C:30]1[CH:35]=[CH:34][C:33]([F:36])=[CH:32][CH:31]=1)[CH2:6][N:7]1[CH2:12][CH2:11][CH:10]([CH2:13][CH2:14][O:15][CH:16]([C:23]2[CH:24]=[CH:25][CH:26]=[CH:27][CH:28]=2)[C:17]2[CH:22]=[CH:21][CH:20]=[CH:19][CH:18]=2)[CH:9]([OH:29])[CH2:8]1)(=[O:3])[CH3:2]. Procedure: (S)-2-((3S,4S)-4-(2-(benzhydryloxy)ethyl)-3-hydroxypiperidin-1-yl)-1-(4-fluorophen-yl)ethyl acetate (8d′). 1H-NMR (CDCl3; 400 MHz): 1.28-1.38 (m, 2H, H-4, H-5ax), 1.54-1.65 (2H, m, H-5eq, CH2CH2O), 1.83-1.92 (m, 1H, H-6ax), 1.97-1.99 (t, 1H, J=13.2 Hz, H-2ax), 2.07 (s, 3H, OCOCH3), 2.11-2.14 (t, 1H, J=8.8 Hz, CHHCH2O), 2.54-2.58 (dd, J=13.6, 4.8 Hz, 1H, NCHHCHAr), 2.70-2.73 (brd, 1H, J=11.2 Hz, H-6eq), 2.79-2.85 (m, 1H, NCHHCHAr), 3.01-3.05 (dd, 1H, J=10.4, 2.8 Hz, H-2eq), 3.31-3.36 (m, 1H, H-3a...